From a dataset of the Open Reaction Database (ORD), a public repository of structured organic reaction records. describe an organic reaction: reactants, conditions, products, and yield Starting materials: BrC1=CC=C(CO)C=C1 (4-bromobenzyl alcohol), BrCC(=O)O (bromoacetic acid), CO (MeOH), [H-].[Na+] (NaH). Run in C1CCOC1 (THF), C1CCOC1 (THF), O (water), C1CCOC1 (THF). Conditions: temperature 0 celsius, time 1 hour. The product is BrC1=CC=C(COCC(=O)O)C=C1 ((4-Bromo-benzyloxy)-acetic acid). Reaction SMILES: [H-].[Na+].[Br:3][C:4]1[CH:11]=[CH:10][C:7]([CH2:8][OH:9])=[CH:6][CH:5]=1.Br[CH2:13][C:14]([OH:16])=[O:15].CO>C1COCC1.O>[Br:3][C:4]1[CH:11]=[CH:10][C:7]([CH2:8][O:9][CH2:13][C:14]([OH:16])=[O:15])=[CH:6][CH:5]=1 |f:0.1|. Reported procedure: To a flask containing NaH (1 g, 25 mmol) in dry THF (25 mL) at 0° C., was added a solution of 4-bromobenzyl alcohol (2.11 g, 11.3 mmol) in dry THF (10 mL). The solution was stirred at 0° C. for 1 h, then a solution of bromoacetic acid (1 g, 7.14 mmol) in dry THF (10 mL) was added. The solution was refluxed for 3 h, then cooled. A solution of MeOH (1 mL) in water (100 mL) was added, and mixture was extracted with EtOAc (2×20 mL). The water layer was acidified by 1N HCl to pH=2, then extracted wit... The reactants are [Cl-].[NH4+] (ammonium chloride), C(CCC)[Sn](CCCC)(CCCC)Cl (Tri-n-butylstannyl chloride), C[Si](C)(C)[N-][Si](C)(C)C.[Li+].C1CCOC1 (lithiumbis(trimethylsilyl)amide THF), CNS(=O)(=O)N(S(=O)(=O)NC)CC(=O)C=1N=CN2C1SC=C2 (7-(N,N-dimethylaminosulfonylamino)acetyl-imidazo[5,1-b]thiazole). Solvent: C1CCOC1 (THF). Run at time 30 minute. Product: CNS(=O)(=O)N(S(=O)(=O)NC)CC(=O)C=1N=CN2C1SC(=C2)[Sn](CCCC)(CCCC)CCCC (7-(N,N-Dimethylaminosulfonylamino)acetyl-2-(tri-n-butylstannyl)imidazo[5,1-b]thiazole). Reaction SMILES: [CH2:1]([Sn:5](Cl)([CH2:10][CH2:11][CH2:12][CH3:13])[CH2:6][CH2:7][CH2:8][CH3:9])[CH2:2][CH2:3][CH3:4].C[Si]([N-][Si](C)(C)C)(C)C.[Li+].C1COCC1.[CH3:30][NH:31][S:32]([N:35]([CH2:41][C:42]([C:44]1[N:45]=[CH:46][N:47]2[CH:51]=[CH:50][S:49][C:48]=12)=[O:43])[S:36]([NH:39][CH3:40])(=[O:38])=[O:37])(=[O:34])=[O:33].[Cl-].[NH4+]>C1COCC1>[CH3:30][NH:31][S:32]([N:35]([CH2:41][C:42]([C:44]1[N:45]=[CH:46][N:47]2[CH:51]=[C:50]([Sn:5]([CH2:10][CH2:11][CH2:12][CH3:13])([CH2:6][CH2:7][CH2:8][CH3:9])[CH2:1][CH2:2][CH2:3][CH3:4])[S:49][C:48]=12)=[O:43])[S:36]([NH:39][CH3:40])(=[O:37])=[O:38])(=[O:33])=[O:34] |f:1.2.3,5.6|. Procedure: Tri-n-butylstannyl chloride (0.962 ml) and 8.42 ml of a 1.0 N lithiumbis(trimethylsilyl)amide/THF solution were sequentially added at −73° C. in an argon atmosphere to a solution of 485 mg of 7-(N,N-dimethylaminosulfonylamino)acetyl-imidazo[5,1-b]thiazole in 18 ml of THF. The mixture was stirred at the same temperature for 30 min. An aqueous ammonium chloride solution was added to the reaction solution. The mixture was extracted with ethyl acetate. The extract was dried over anhydrous magnesium ... Yields the product CNS(=O)(=O)CCc1ccc2[nH]cc(CCO)c2c1. Reaction SMILES: [Al+3:24].[CH3:1][NH:2][S:3](=[O:4])(=[O:5])[CH2:6][CH2:7][c:8]1[cH:9][c:10]2[c:11]([CH2:17][CH2:18][NH:19][C:20](=[O:21])[CH3:22])[cH:12][nH:13][c:14]2[cH:15][cH:16]1.[H-:23].[H-:26].[H-:27].[H-:28].[Li+:25].[O:29]1[CH2:30][CH2:31][CH2:32][CH2:33]1>>[CH3:1][NH:2][S:3](=[O:4])(=[O:5])[CH2:6][CH2:7][c:8]1[cH:9][c:10]2[c:11]([CH2:17][CH2:18][OH:29])[cH:12][nH:13][c:14]2[cH:15][cH:16]1. Reactants: [Al+3], CNS(=O)(=O)CCc1ccc2[nH]cc(CCNC(C)=O)c2c1, [H-], [H-], [H-], [H-], [Li+], C1CCOC1. Reactants: CC(C)C(NC(=O)OC(C)(C)C)C(=O)O, CCN=C=NCCCN(C)C, CN(C)c1ccncc1, ClCCl, Cl, CN1C(=O)N(c2ccc(C#N)c(C(F)(F)F)c2)C(=O)C1(CO)c1ccccc1, O. Yields the product CC(C)C(NC(=O)OC(C)(C)C)C(=O)OCC1(c2ccccc2)C(=O)N(c2ccc(C#N)c(C(F)(F)F)c2)C(=O)N1C. As a reaction SMILES: [CH3:29][C:30]([CH3:31])([O:32][C:33](=[O:34])[NH:35][CH:36]([C:37](=[O:38])[OH:39])[CH:40]([CH3:41])[CH3:42])[CH3:43].[CH3:45][N:46]([CH3:47])[CH2:48][CH2:49][CH2:50][N:51]=[C:52]=[N:53][CH2:54][CH3:55].[CH3:57][N:58]([CH3:59])[c:60]1[cH:61][cH:62][n:63][cH:64][cH:65]1.[Cl:66][CH2:67][Cl:68].[ClH:44].[O:1]=[C:2]1[N:3]([c:17]2[cH:18][c:19]([C:25]([F:26])([F:27])[F:28])[c:20]([C:21]#[N:22])[cH:23][cH:24]2)[C:4](=[O:16])[C:5]([c:8]2[cH:9][cH:10][cH:11][cH:12][cH:13]2)([CH2:14][OH:15])[N:6]1[CH3:7].[OH2:56]>>[O:1]=[C:2]1[N:3]([c:17]2[cH:18][c:19]([C:25]([F:26])([F:27])[F:28])[c:20]([C:21]#[N:22])[cH:23][cH:24]2)[C:4](=[O:16])[C:5]([c:8]2[cH:9][cH:10][cH:11][cH:12][cH:13]2)([CH2:14][O:15][C:37]([CH:36]([NH:35][C:33]([O:32][C:30]([CH3:29])([CH3:31])[CH3:43])=[O:34])[CH:40]([CH3:41])[CH3:42])=[O:38])[N:6]1[CH3:7].